Task: describe an organic reaction: reactants, conditions, products, and yield. Dataset: the Open Reaction Database (ORD), a public repository of structured organic reaction records Reactants: C(C)(C)(C)OC(=O)N1CCN(CC1)C1=CC2=C(N=C(N2)NC2=C(C=CC=C2)C(F)(F)F)C=C1C(NC1=CC=C2C=NNC2=C1)=O (4-[6-(1H-indazol-6-ylcarbamoyl)-2-(2-trifluoromethylphenylamino)-3H-benzimidazol-5-yl]-piperazine-1-carboxylic acid tert-butyl ester), Cl (HCl). Solvent: O1CCOCC1 (dioxane). Yields the product N1N=CC2=CC=C(C=C12)NC(=O)C1=CC2=C(NC(=N2)NC2=C(C=CC=C2)C(F)(F)F)C=C1N1CCNCC1 (6-piperazin-1-yl-2-(2-trifluoromethylphenylamino)-1H-benzimidazole-5-carboxylic acid (1H-indazol-6-yl)-amide), hydrochloride salt. As a reaction SMILES: C(OC([N:8]1[CH2:13][CH2:12][N:11]([C:14]2[C:33]([C:34](=[O:45])[NH:35][C:36]3[CH:44]=[C:43]4[C:39]([CH:40]=[N:41][NH:42]4)=[CH:38][CH:37]=3)=[CH:32][C:17]3[N:18]=[C:19]([NH:21][C:22]4[CH:27]=[CH:26][CH:25]=[CH:24][C:23]=4[C:28]([F:31])([F:30])[F:29])[NH:20][C:16]=3[CH:15]=2)[CH2:10][CH2:9]1)=O)(C)(C)C.Cl>O1CCOCC1>[NH:42]1[C:43]2[C:39](=[CH:38][CH:37]=[C:36]([NH:35][C:34]([C:33]3[C:14]([N:11]4[CH2:10][CH2:9][NH:8][CH2:13][CH2:12]4)=[CH:15][C:16]4[NH:20][C:19]([NH:21][C:22]5[CH:27]=[CH:26][CH:25]=[CH:24][C:23]=5[C:28]([F:29])([F:30])[F:31])=[N:18][C:17]=4[CH:32]=3)=[O:45])[CH:44]=2)[CH:40]=[N:41]1. Reported procedure: The product from Example 87 was treated with 4M HCl in dioxane employing the procedure described for Example 80 to afford of 6-piperazin-1-yl-2-(2-trifluoromethylphenylamino)-1H-benzimidazole-5-carboxylic acid (1H-indazol-6-yl)-amide as a hydrochloride salt. MS: m/z 521 (M+H)+. The reactants are C1(CCCC1)N1N=CC2=CC(=CC=C12)O[C@@H]([C@H](C)N)C1=CC=CC=C1 ((1R,2S)-1-[(1-cyclopentyl-1H-indazol-5-yl)oxy]-1-phenylpropan-2-amine), C1(CC1)S(=O)(=O)Cl (cyclopropanesulfonyl chloride). The product is C1(CCCC1)N1N=CC2=CC(=CC=C12)O[C@@H]([C@H](C)NS(=O)(=O)C1CC1)C1=CC=CC=C1 (N-[(1R,2S)-1-(1-cyclopentylindazol-5-yl)oxy-1-phenyl-propan-2-yl]cyclopropanesulfonamide). As a reaction SMILES: [CH:1]1([N:6]2[C:14]3[C:9](=[CH:10][C:11]([O:15][C@H:16]([C:20]4[CH:25]=[CH:24][CH:23]=[CH:22][CH:21]=4)[C@@H:17]([NH2:19])[CH3:18])=[CH:12][CH:13]=3)[CH:8]=[N:7]2)[CH2:5][CH2:4][CH2:3][CH2:2]1.[CH:26]1([S:29](Cl)(=[O:31])=[O:30])[CH2:28][CH2:27]1>>[CH:1]1([N:6]2[C:14]3[C:9](=[CH:10][C:11]([O:15][C@H:16]([C:20]4[CH:21]=[CH:22][CH:23]=[CH:24][CH:25]=4)[C@@H:17]([NH:19][S:29]([CH:26]4[CH2:28][CH2:27]4)(=[O:31])=[O:30])[CH3:18])=[CH:12][CH:13]=3)[CH:8]=[N:7]2)[CH2:2][CH2:3][CH2:4][CH2:5]1. Procedure: The title compound was prepared from (1R,2S)-1-[(1-cyclopentyl-1H-indazol-5-yl)oxy]-1-phenylpropan-2-amine (32b, 17 mg, 51 μmol) and cyclopropanesulfonyl chloride (34 mg, 153 μmol) as described in Example 2b. Yield 10 mg (45%). Reactants: COc1ccc(N2Cc3cnc(Nc4ccccc4)nc3N(C3CCCN(C(=O)OC(C)(C)C)C3)C2=O)cc1, ClCCl, O, O=C(O)C(F)(F)F. The product is COc1ccc(N2Cc3cnc(Nc4ccccc4)nc3N(C3CCCNC3)C2=O)cc1. As a reaction SMILES: [C:1]([O:2][C:3](=[O:4])[N:8]1[CH2:9][CH:10]([N:14]2[C:15](=[O:39])[N:16]([c:31]3[cH:32][cH:33][c:34]([O:37][CH3:38])[cH:35][cH:36]3)[CH2:17][c:18]3[c:19]2[n:20][c:21]([NH:24][c:25]2[cH:26][cH:27][cH:28][cH:29][cH:30]2)[n:22][cH:23]3)[CH2:11][CH2:12][CH2:13]1)([CH3:5])([CH3:6])[CH3:7].[Cl:48][CH2:49][Cl:50].[OH2:40].[OH:41][C:42]([C:43]([F:44])([F:45])[F:46])=[O:47]>>[NH:8]1[CH2:9][CH:10]([N:14]2[C:15](=[O:39])[N:16]([c:31]3[cH:32][cH:33][c:34]([O:37][CH3:38])[cH:35][cH:36]3)[CH2:17][c:18]3[c:19]2[n:20][c:21]([NH:24][c:25]2[cH:26][cH:27][cH:28][cH:29][cH:30]2)[n:22][cH:23]3)[CH2:11][CH2:12][CH2:13]1.